From a dataset of the Open Reaction Database (ORD), a public repository of structured organic reaction records. describe an organic reaction: reactants, conditions, products, and yield Starting materials: CO, [H][H], CCCNc1ccc(C(=O)O)cc1[N+](=O)[O-]. Product: CCCNc1ccc(C(=O)O)cc1N. Reaction SMILES: [CH3:19][OH:20].[H:17][H:18].[N+:1]([O-:2])(=[O:3])[c:4]1[cH:5][c:6]([C:7](=[O:8])[OH:9])[cH:10][cH:11][c:12]1[NH:13][CH2:14][CH2:15][CH3:16]>>[NH2:1][c:4]1[cH:5][c:6]([C:7](=[O:8])[OH:9])[cH:10][cH:11][c:12]1[NH:13][CH2:14][CH2:15][CH3:16].